From a dataset of the Open Reaction Database (ORD), a public repository of structured organic reaction records. describe an organic reaction: reactants, conditions, products, and yield The reactants are O(C1=CC=CC=C1)C1=C(C=CC=C1)C12OCC(CC1)(CC2)CC=O (2-(1-(2-phenoxyphenyl)-2-oxabicyclo[2.2.2]octan-4-yl)acetaldehyde), CC(C)C[AlH]CC(C)C (DIBAL-H), solution. Run in C(Cl)Cl (DCM), C(Cl)Cl (DCM). Reaction conditions: temperature -78 celsius, time 2 hour. Product: O(C1=CC=CC=C1)C1=C(C=CC=C1)C12OCC(CC1)(CC2)CCO (2-(1-(2-Phenoxyphenyl)-2-oxabicyclo[2.2.2]octan-4-yl)ethanol). Isolated yield 89.5%. Reaction SMILES: [O:1]([C:8]1[CH:13]=[CH:12][CH:11]=[CH:10][C:9]=1[C:14]12[CH2:21][CH2:20][C:17]([CH2:22][CH:23]=[O:24])([CH2:18][CH2:19]1)[CH2:16][O:15]2)[C:2]1[CH:7]=[CH:6][CH:5]=[CH:4][CH:3]=1.CC(C[AlH]CC(C)C)C>C(Cl)Cl>[O:1]([C:8]1[CH:13]=[CH:12][CH:11]=[CH:10][C:9]=1[C:14]12[CH2:21][CH2:20][C:17]([CH2:22][CH2:23][OH:24])([CH2:18][CH2:19]1)[CH2:16][O:15]2)[C:2]1[CH:3]=[CH:4][CH:5]=[CH:6][CH:7]=1. Procedure: To a −78° C. solution of 2-(1-(2-phenoxyphenyl)-2-oxabicyclo[2.2.2]octan-4-yl)acetaldehyde (150 mg, 0.465 mmol) in DCM (5 mL) under N2 was added dropwise DIBAL-H (0.558 mL of a 1 M solution in DCM, 0.558 mmol). The reaction mixture was stirred at −78° C. for 2 h, after which CELITE® (3500 mg) was added. The reaction was then quenched at −78° C. with sat. aq. NH4Cl (2 mL). The mixture was stirred at rt for 30 min, after which MgSO4 (1000 mg) was added. Stirring was continued at rt for 1 h, after ... The reactants are NC(=O)c1cc(Br)cc(Br)c1, Nc1cnccn1. Product: NC(=O)c1cc(Br)cc(Nc2cnccn2)c1. Reaction SMILES: [Br:1][c:2]1[cH:3][c:4]([C:5](=[O:6])[NH2:7])[cH:8][c:9]([Br:11])[cH:10]1.[n:12]1[c:13]([NH2:18])[cH:14][n:15][cH:16][cH:17]1>>[c:2]1([NH:18][c:13]2[n:12][cH:17][cH:16][n:15][cH:14]2)[cH:3][c:4]([C:5](=[O:6])[NH2:7])[cH:8][c:9]([Br:11])[cH:10]1. The reactants are C(C)OC(=O)C1CCN(CC1)C1=NC2=CC=C(C=C2C(=N1)NCC1=CC2=C(C=C1)OCO2)Cl (2-(4-Ethoxycarbonylpiperidino)-4-(3,4-methylenedioxybenzyl)amino-6-chloroquinazoline), C(C)O.Cl.C(C)O (ethanol hydrochloric acid ethanol). Yields the product Cl.C(C)OC(=O)C1CCN(CC1)C1=NC2=CC=C(C=C2C(=N1)NCC1=CC2=C(C=C1)OCO2)Cl (2-(4-Ethoxycarbonylpiperidino)-4-(3,4-methylenedioxybenzyl)amino-6-chloroquinazoline hydrochloride). As a reaction SMILES: [CH2:1]([O:3][C:4]([CH:6]1[CH2:11][CH2:10][N:9]([C:12]2[N:21]=[C:20]([NH:22][CH2:23][C:24]3[CH:29]=[CH:28][C:27]4[O:30][CH2:31][O:32][C:26]=4[CH:25]=3)[C:19]3[C:14](=[CH:15][CH:16]=[C:17]([Cl:33])[CH:18]=3)[N:13]=2)[CH2:8][CH2:7]1)=[O:5])[CH3:2].C(O)C.Cl.C(O)C>>[ClH:33].[CH2:1]([O:3][C:4]([CH:6]1[CH2:11][CH2:10][N:9]([C:12]2[N:21]=[C:20]([NH:22][CH2:23][C:24]3[CH:29]=[CH:28][C:27]4[O:30][CH2:31][O:32][C:26]=4[CH:25]=3)[C:19]3[C:14](=[CH:15][CH:16]=[C:17]([Cl:33])[CH:18]=3)[N:13]=2)[CH2:8][CH2:7]1)=[O:5])[CH3:2] |f:1.2.3,4.5|. Reported procedure: The title compound was prepared from the 2-(4-Ethoxycarbonylpiperidino)-4-(3,4-methylenedioxybenzyl)amino-6-chloroquinazoline prepared in Example 205 by the use of ethanol-hydrochloric acid-ethanol. Reactants: Cc1nc2c(O)c(CC=Cc3ccccc3)ccc2n1C, [Na+], [OH-], O, O=P(O)(O)O. The product is Cc1nc2c3c(ccc2n1C)CCC(c1ccccc1)O3. As a reaction SMILES: [CH3:6][n:7]1[c:8]([CH3:26])[n:9][c:10]2[c:11]1[cH:12][cH:13][c:14]([CH2:17][CH:18]=[CH:19][c:20]1[cH:21][cH:22][cH:23][cH:24][cH:25]1)[c:15]2[OH:16].[Na+:28].[OH-:27].[OH2:29].[P:1](=[O:2])([OH:3])([OH:4])[OH:5]>>[CH3:6][n:7]1[c:8]([CH3:26])[n:9][c:10]2[c:11]1[cH:12][cH:13][c:14]1[c:15]2[O:16][CH:19]([c:20]2[cH:21][cH:22][cH:23][cH:24][cH:25]2)[CH2:18][CH2:17]1.